This data is from the Open Reaction Database (ORD), a public repository of structured organic reaction records. The task is: describe an organic reaction: reactants, conditions, products, and yield Reactants: C1(C2C(C(=O)O1)CCC=C2)=O (Tetrahydrophthalic anhydride), ClC1=CC(=C(N)C=C1COCC)F (4-chloro-5-ethoxymethyl-2-fluoroaniline), ClC1=CC(=C(N)C=C1COCC)F (4-chloro-5-ethoxymethyl-2-fluoroaniline). Yields the product ClC1=CC(=C(C=C1COCC)N1C(C2=C(C1=O)CCCC2)=O)F (N-[4-chloro-2-fluoro-5-ethoxymethylphenyl]-3,4,5,6-tetrahydrophthalimide). RXN SMILES: [C:1]1(=[O:11])[O:6][C:4](=O)[CH:3]2[CH2:7][CH2:8][CH:9]=[CH:10][CH:2]12.[Cl:12][C:13]1[C:19]([CH2:20][O:21][CH2:22][CH3:23])=[CH:18][C:16]([NH2:17])=[C:15]([F:24])[CH:14]=1>>[Cl:12][C:13]1[C:19]([CH2:20][O:21][CH2:22][CH3:23])=[CH:18][C:16]([N:17]2[C:1](=[O:11])[C:2]3[CH2:10][CH2:9][CH2:8][CH2:7][C:3]=3[C:4]2=[O:6])=[C:15]([F:24])[CH:14]=1. Procedure details: Tetrahydrophthalic anhydride (0.58 g, 0.0039 mole), and 4-chloro-5-ethoxymethyl-2-fluoroaniline in glacial acetic acid from Step C was heated at 100° C. overnight. Acetic acid was removed under reduced pressure. The residue was dissolved in ethyl acetate (100 ml) and washed successively with a saturated aqueous solution of sodium bicarbonate (5×50 ml) and a 10% aqueous solution of hydrochloric acid. The dried (magnesium sulfate) organic layer was concentrated under reduced pressure. The residue ...